From a dataset of the Open Reaction Database (ORD), a public repository of structured organic reaction records. describe an organic reaction: reactants, conditions, products, and yield The reactants are N, BrC(CCOc1ccccc1)c1ccccc1. The product is NC(CCOc1ccccc1)c1ccccc1. As a reaction SMILES: [NH3:1].[c:2]1([CH:8]([CH2:9][CH2:10][O:11][c:12]2[cH:13][cH:14][cH:15][cH:16][cH:17]2)[Br:18])[cH:3][cH:4][cH:5][cH:6][cH:7]1>>[NH2:1][CH:8]([c:2]1[cH:3][cH:4][cH:5][cH:6][cH:7]1)[CH2:9][CH2:10][O:11][c:12]1[cH:13][cH:14][cH:15][cH:16][cH:17]1. Starting materials: Cc1ccc(Br)nc1, O=C([O-])[O-], O=Cc1ccc(B(O)O)cc1, [K+], [K+]. Product: Cc1ccc(-c2ccc(C=O)cc2)nc1. As a reaction SMILES: [Br:1][c:2]1[n:3][cH:4][c:5]([CH3:8])[cH:6][cH:7]1.[C:20](=[O:21])([O-:22])[O-:23].[CH:9](=[O:10])[c:11]1[cH:12][cH:13][c:14]([B:17]([OH:18])[OH:19])[cH:15][cH:16]1.[K+:24].[K+:25]>>[c:2]1(-[c:14]2[cH:13][cH:12][c:11]([CH:9]=[O:10])[cH:16][cH:15]2)[n:3][cH:4][c:5]([CH3:8])[cH:6][cH:7]1. Reactants: CC1(OC2=C([C@@H]3[C@H]1O3)C=C(C=C2)C#N)C ((1aR-cis)-1a,7b-dihydro-2,2-dimethyl-2H-oxireno-[c][1]benzopyran-6-carbonitrile), C(#N)C=1C=CC2=C([C@@H]([C@H](C(O2)(C)C)O)N(C2=CC=CC=C2)CC(=O)OCC)C1 ((3R-trans)-[(6-Cyano-3,4-dihydro-3-hydroxy-2,2-dimethyl-2H-1-benzopyran-4-yl)phenylamino]acetic acid, ethyl ester). The solvent is CO (MeOH). Product: O1C=C(C=C1)CN([C@@H]1[C@H](C(OC2=C1C=C(C=C2)C#N)(C)C)O)C2=CC=CC=C2 ((3R-trans)-4-[N-(3-Furanylmethyl)phenylamino]-3,4-dihydro-3-hydroxy-2,2-dimethyl-2H-1-benzopyran-6-carbonitrile), solid. The yield is 57.0%. Reaction SMILES: [CH3:1][C:2]1([CH3:15])[C@@H:7]2[O:8][C@@H:6]2[C:5]2[CH:9]=[C:10]([C:13]#[N:14])[CH:11]=[CH:12][C:4]=2[O:3]1.C(C1C=C[C:21]2[O:26][C:25](C)(C)[C@H:24](O)[C@@H:23]([N:30](CC(OCC)=O)[C:31]3[CH:36]=[CH:35][CH:34]=[CH:33][CH:32]=3)[C:22]=2C=1)#N>CO>[O:26]1[CH:21]=[CH:22][C:24]([CH2:23][N:30]([C:31]2[CH:32]=[CH:33][CH:34]=[CH:35][CH:36]=2)[C@H:6]2[C:5]3[CH:9]=[C:10]([C:13]#[N:14])[CH:11]=[CH:12][C:4]=3[O:3][C:2]([CH3:15])([CH3:1])[C@@H:7]2[OH:8])=[CH:25]1. Reported procedure: The title compound was prepared from (1aR-cis)-1a,7b-dihydro-2,2-dimethyl-2H-oxireno-[c][1]benzopyran-6-carbonitrile (the title A compound of Example 3) and the title A compound by the same procedure as described for the title compound of Example 1. The product was obtained as a colorless solid (0.85 g, 57%), mp 63°-67° C. [α]D =+65.2° (c=0.71 MeOH). Analysis calculated for C23H22N2O3 ·0.25H2O: C, 72.90; H, 5.98; N, 7.39. Found: C, 72.94; H, 5.95; N, 7.35. The reactants are Brc1ccc(Br)nc1, COC(C)(C)C, C1CCOC1, C, CC(C)[Mg+], [Cl-], O, O=S(=O)(Cl)Cl. The product is CS(=O)(=O)c1ccc(Br)nc1. Reaction SMILES: [Br:1][c:2]1[n:3][cH:4][c:5]([Br:8])[cH:6][cH:7]1.[C:26]([O:27][CH3:28])([CH3:29])([CH3:30])[CH3:31].[CH2:20]1[O:21][CH2:22][CH2:23][CH2:24]1.[CH4:19].[CH:10]([Mg+:11])([CH3:12])[CH3:13].[Cl-:9].[OH2:25].[S:14](=[O:15])(=[O:16])([Cl:17])[Cl:18]>>[Br:1][c:2]1[n:3][cH:4][c:5]([S:14](=[O:15])(=[O:16])[CH3:19])[cH:6][cH:7]1. Reactants: O=C([O-])O, BrCC1CCCO1, COc1ccc2c(c1)C13CCNC(C2)C1(OC)CCC(=O)C3, CN(C)C=O, Cl, [Na+]. Product: COc1ccc2c(c1)C13CCN(CC4CCCO4)C(C2)C1(OC)CCC(=O)C3, Cl. As a reaction SMILES: [C:23](=[O:24])([OH:25])[O-:26].[CH2:28]([CH:29]1[CH2:30][CH2:31][CH2:32][O:33]1)[Br:34].[CH3:1][O:2][c:3]1[cH:4][cH:5][c:6]2[c:15]([cH:16]1)[C:14]13[C:9]([O:21][CH3:22])([CH:8]([CH2:7]2)[NH:19][CH2:18][CH2:17]1)[CH2:10][CH2:11][C:12](=[O:20])[CH2:13]3.[CH3:36][N:37]([CH3:38])[CH:39]=[O:40].[ClH:35].[Na+:27]>>[CH3:1][O:2][c:3]1[cH:4][cH:5][c:6]2[c:15]([cH:16]1)[C:14]13[C:9]([O:21][CH3:22])([CH:8]([CH2:7]2)[N:19]([CH2:28][CH:29]2[CH2:30][CH2:31][CH2:32][O:33]2)[CH2:18][CH2:17]1)[CH2:10][CH2:11][C:12](=[O:20])[CH2:13]3.[ClH:35].